From a dataset of the Open Reaction Database (ORD), a public repository of structured organic reaction records. describe an organic reaction: reactants, conditions, products, and yield The reactants are OC=1C=C(C(=O)O)C=C(C1)O (3,5-dihydroxybenzoic acid). Reagents/catalysts: OS(=O)(=O)O (H2SO4). The solvent is C(C)(=O)OC(C)=O (acetic anhydride). Conditions: time 1 hour. Yields the product C(C)(=O)OC=1C=C(C(=O)O)C=C(C1)OC(C)=O (3,5-diacetoxybenzoic acid). RXN SMILES: [OH:1][C:2]1[CH:3]=[C:4]([CH:8]=[C:9]([OH:11])[CH:10]=1)[C:5]([OH:7])=[O:6]>C(OC(=O)C)(=O)C.OS(O)(=O)=O>[C:2]([O:1][C:2]1[CH:3]=[C:4]([CH:8]=[C:9]([O:11][C:5](=[O:6])[CH3:4])[CH:10]=1)[C:5]([OH:7])=[O:6])(=[O:1])[CH3:10]. Procedure details: 50 g of 3,5-dihydroxybenzoic acid are suspended in 132.2 g of acetic anhydride and heated to 50°. After the addition of 15 drops of concentrated H2SO4, the resulting solution is stirred for 1 hour at 60°. The reaction mixture is poured onto ice and extracted with CH2Cl2. The combined organic phases are washed 3 times with H2O, dried over Na2SO4 and concentrated by evaporation. The residue is crystallised from ether and yields 3,5-diacetoxybenzoic acid having a melting point of 140°-145°. Reactants: [OH-].[K+] (potassium hydroxide), C(C)(C)(C)OC(=O)[C@H]1N([C@H](SC1)C1=C(C=CC=C1)F)C(CNC(NC=1C=C(C=CC1)CC(=O)OC)=O)=O (methyl (2R,4R)-3-{3-{2-[4-tert-butoxycarbonyl-2-(2-fluorophenyl)-3-thiazolidinyl]-2-oxoethyl}ureido}phenylacetate). Yield: 28.1%. The product is C(C)(C)(C)OC(=O)[C@H]1N([C@H](SC1)C1=C(C=CC=C1)F)C(CNC(NC=1C=C(C=CC1)CC(=O)O)=O)=O ((2R,4R)-3-{3-{2-[4-tert-butoxycarbonyl-2-(2-fluorophenyl)-3-thiazolidinyl]-2-oxoethyl}ureido}phenylacetic acid). The solvent is O.CO (water methanol), O (water), [OH-].[Na+] (sodium hydroxide). Run at temperature 25 celsius, time 3 hour. Reported procedure: At a temperature in the vicinity of 25° C., 0.12 g of potassium hydroxide is added to a solution of 0.95 g of methyl (2R,4R)-3-{3-{2-[4-tert-butoxycarbonyl-2-(2-fluorophenyl)-3-thiazolidinyl]-2-oxoethyl}ureido}phenylacetate in 6 cm3 of a water/methanol (30/70 by volume) mixture. The reaction mixture is stirred for 3 hours at a temperature in the vicinity of 25° C. then concentrated to about half under reduced pressure. The solution obtained is diluted with 40 cm3 of water, washed with 2 times 30... Reaction SMILES: [OH-].[K+].[C:3]([O:7][C:8]([C@@H:10]1[CH2:14][S:13][C@H:12]([C:15]2[CH:20]=[CH:19][CH:18]=[CH:17][C:16]=2[F:21])[N:11]1[C:22](=[O:39])[CH2:23][NH:24][C:25](=[O:38])[NH:26][C:27]1[CH:28]=[C:29]([CH2:33][C:34]([O:36]C)=[O:35])[CH:30]=[CH:31][CH:32]=1)=[O:9])([CH3:6])([CH3:5])[CH3:4]>O.CO.O.[OH-].[Na+]>[C:3]([O:7][C:8]([C@@H:10]1[CH2:14][S:13][C@H:12]([C:15]2[CH:20]=[CH:19][CH:18]=[CH:17][C:16]=2[F:21])[N:11]1[C:22](=[O:39])[CH2:23][NH:24][C:25](=[O:38])[NH:26][C:27]1[CH:28]=[C:29]([CH2:33][C:34]([OH:36])=[O:35])[CH:30]=[CH:31][CH:32]=1)=[O:9])([CH3:6])([CH3:4])[CH3:5] |f:0.1,3.4,6.7|. Reactants: CC(C)(C)OC(=O)NC1(C2CC(=O)N(Cc3ccccc3)C2)CC(OCc2ccccc2)C1, CCO, [OH-], [OH-], [Pd+2]. Yields the product CC(C)(C)OC(=O)NC1(C2CC(=O)N(Cc3ccccc3)C2)CC(O)C1. As a reaction SMILES: [CH2:1]([c:2]1[cH:3][cH:4][cH:5][cH:6][cH:7]1)[N:8]1[C:9](=[O:33])[CH2:10][CH:11]([C:13]2([NH:25][C:26](=[O:27])[O:28][C:29]([CH3:30])([CH3:31])[CH3:32])[CH2:14][CH:15]([O:17][CH2:18][c:19]3[cH:20][cH:21][cH:22][cH:23][cH:24]3)[CH2:16]2)[CH2:12]1.[CH3:34][CH2:35][OH:36].[OH-:37].[OH-:39].[Pd+2:38]>>[CH2:1]([c:2]1[cH:3][cH:4][cH:5][cH:6][cH:7]1)[N:8]1[C:9](=[O:33])[CH2:10][CH:11]([C:13]2([NH:25][C:26](=[O:27])[O:28][C:29]([CH3:30])([CH3:31])[CH3:32])[CH2:14][CH:15]([OH:17])[CH2:16]2)[CH2:12]1.